From a dataset of the Open Reaction Database (ORD), a public repository of structured organic reaction records. describe an organic reaction: reactants, conditions, products, and yield Starting materials: C(C)(=O)OCC (ethyl acetate), C12(CC3CC(CC(C1)C3)C2)CNC(C2=CC(=NC=C2Cl)Cl)=O (N-(1-Adamantylmethyl)-2,5-dichloroisonicotinamide), C(CCC)[Sn](C=C)(CCCC)CCCC (tributyl(vinyl)stannane), C(C)(C)(C)C1=C(C(=CC(=C1)C)C(C)(C)C)O (2,6-ditert-butyl-4-methylphenol), dichloro[bis(triphenylphosphine)]palladium(II). Solvent: CN(C=O)C (N,N-dimethylformamide). Conditions: temperature 80 celsius. Product: C12(CC3CC(CC(C1)C3)C2)CNC(C2=CC(=NC=C2Cl)C=C)=O (N-(1-Adamantylmethyl)-5chloro-2-vinylisonicotinamide). The yield is 97.7%. Reaction SMILES: [C:1]12([CH2:11][NH:12][C:13](=[O:22])[C:14]3[C:19]([Cl:20])=[CH:18][N:17]=[C:16](Cl)[CH:15]=3)[CH2:10][CH:5]3[CH2:6][CH:7]([CH2:9][CH:3]([CH2:4]3)[CH2:2]1)[CH2:8]2.[CH2:23]([Sn](CCCC)(CCCC)C=C)[CH2:24]CC.C(C1C=C(C)C=C(C(C)(C)C)C=1O)(C)(C)C.C(OCC)(=O)C>CN(C)C=O>[C:1]12([CH2:11][NH:12][C:13](=[O:22])[C:14]3[C:19]([Cl:20])=[CH:18][N:17]=[C:16]([CH:23]=[CH2:24])[CH:15]=3)[CH2:8][CH:7]3[CH2:6][CH:5]([CH2:4][CH:3]([CH2:9]3)[CH2:2]1)[CH2:10]2. Procedure: N-(1-Adamantylmethyl)-2,5-dichloroisonicotinamide (2.32 g) and tributyl(vinyl)stannane (2.61 g) were stirred together in dry N,N-dimethylformamide (50 mL) at room temperature under nitrogen. The latter was treated with a few crystals of 2,6-ditert-butyl-4-methylphenol and dichloro[bis(triphenylphosphine)]palladium(II) (0.24 g). The reaction mixture was warmed to 80° C. for 4 hours and subsequently cooled to room temperature. The mixture was poured into ethyl acetate (50 mL) and washed with water... The solvent is CN(C)C=O (DMF). Procedure details: To a solution of 1-amino-4-((tert-butyldimethylsilyloxy)methyl)pyridinium 2,4-dinitrophenolate Y-4 (13.4 g, 31.6 mmol) in DMF (60 mL) were added methyl propiolate (2.7 g, 31.6 mmol) and K2CO3 (6.5 g, 47.4 mmol). The reaction was stirred at room temperature for 24 h, then treated with water. The resulting mixture was extracted with ethyl acetate (100 ml×3), the combined organic layers were washed with water, brine and dried over Na2SO4, then concentrated in vacuo, the residue was purified by sili... Starting materials: [N+](=O)([O-])C1=C(C=CC(=C1)[N+](=O)[O-])[O-].N[N+]1=CC=C(C=C1)CO[Si](C)(C)C(C)(C)C (1-amino-4-((tert-butyldimethylsilyloxy)methyl)pyridinium 2,4-dinitrophenolate), O (water), C(C#C)(=O)OC (methyl propiolate), C(=O)([O-])[O-].[K+].[K+] (K2CO3). Conditions: time 24 hour. As a reaction SMILES: [N+](C1C=C([N+]([O-])=O)C=CC=1[O-])([O-])=O.[NH2:14][N+:15]1[CH:20]=[CH:19][C:18]([CH2:21][O:22][Si:23]([C:26]([CH3:29])([CH3:28])[CH3:27])([CH3:25])[CH3:24])=[CH:17][CH:16]=1.[C:30]([O:34][CH3:35])(=[O:33])[C:31]#[CH:32].C([O-])([O-])=O.[K+].[K+].O>CN(C=O)C>[Si:23]([O:22][CH2:21][C:18]1[CH:19]=[CH:20][N:15]2[N:14]=[CH:32][C:31]([C:30]([O:34][CH3:35])=[O:33])=[C:16]2[CH:17]=1)([C:26]([CH3:29])([CH3:28])[CH3:27])([CH3:24])[CH3:25] |f:0.1,3.4.5|. Product: [Si](C)(C)(C(C)(C)C)OCC1=CC=2N(C=C1)N=CC2C(=O)OC (Methyl 5-((tert-butyldimethylsilyloxy)methyl)pyrazolo[1,5-a]pyridine-3-carboxylate). The reactants are Cc1ccc(Br)nc1, O=C1CCC(=O)N1Br, O=C(OOC(=O)c1ccccc1)c1ccccc1, ClC(Cl)(Cl)Cl. The product is BrCc1ccc(Br)nc1. RXN SMILES: [Br:1][c:2]1[n:3][cH:4][c:5]([CH3:8])[cH:6][cH:7]1.[Br:9][N:10]1[C:11](=[O:12])[CH2:13][CH2:14][C:15]1=[O:16].[C:17]([O:18][O:19][C:20](=[O:21])[c:22]1[cH:23][cH:24][cH:25][cH:26][cH:27]1)(=[O:28])[c:29]1[cH:30][cH:31][cH:32][cH:33][cH:34]1.[C:35]([Cl:36])([Cl:37])([Cl:38])[Cl:39]>>[Br:1][c:2]1[n:3][cH:4][c:5]([CH2:8][Br:9])[cH:6][cH:7]1. The reactants are O=S(=O)(Cl)c1ccc(F)cc1, CC(C)CC(N)C(=O)O, [Na+], [Na+], O=C([O-])[O-], O. Yields the product CC(C)CC(NS(=O)(=O)c1ccc(F)cc1)C(=O)O. Reaction SMILES: [F:1][c:2]1[cH:3][cH:4][c:5]([S:8](=[O:9])(=[O:10])[Cl:11])[cH:6][cH:7]1.[NH2:12][CH:13]([C:14](=[O:15])[OH:16])[CH2:17][CH:18]([CH3:19])[CH3:20].[Na+:21].[Na+:22].[O-:23][C:24](=[O:25])[O-:26].[OH2:27]>>[F:1][c:2]1[cH:3][cH:4][c:5]([S:8](=[O:9])(=[O:10])[NH:12][CH:13]([C:14](=[O:15])[OH:16])[CH2:17][CH:18]([CH3:19])[CH3:20])[cH:6][cH:7]1. Run at time 8 hour. Procedure: The above-obtained 3′,5′-bis-O-(tert-butyldimethylsilyl)-2-N-carbamoyl-6-O-diphenylcarbamoyldeoxyguanosine (1.53 g, 2.09 mmol) was azeotroped with anhydrous tetrahydrofuran three times and dissolved in anhydrous tetrahydrofuran (10 mL), and triethylamine 3 hydrogen fluoride (1.02 mL, 6.27 mmol) was added thereto. The mixture was stirred at room temperature overnight, and then toluene (10 mL) was added thereto. The solvent was evaporated under reduced pressure, and the residue was purified by sil... Reaction SMILES: [Si]([O:8][C@@H:9]1[C@@H:13]([CH2:14][O:15][Si](C(C)(C)C)(C)C)[O:12][C@@H:11]([N:23]2[C:51]3[N:50]=[C:45]([NH:46][C:47](=[O:49])[NH2:48])[N:44]=[C:27]([O:28][C:29](=[O:43])[N:30]([C:37]4[CH:42]=[CH:41][CH:40]=[CH:39][CH:38]=4)[C:31]4[CH:36]=[CH:35][CH:34]=[CH:33][CH:32]=4)[C:26]=3[N:25]=[CH:24]2)[CH2:10]1)(C(C)(C)C)(C)C.COC1C=CC(C(OC[C@H]2O[C@@H](N3C4N=C(NC(=O)NC)N=C(OC(=O)N(C5C=CC=CC=5)C5C=CC=CC=5)C=4N=C3)C[C@@H]2O)(C2C=CC=CC=2)C2C=CC(OC)=CC=2)=CC=1.C1(C)C=CC=CC=1>O1CCCC1>[C:47]([NH:46][C:45]1[N:44]=[C:27]([O:28][C:29](=[O:43])[N:30]([C:37]2[CH:42]=[CH:41][CH:40]=[CH:39][CH:38]=2)[C:31]2[CH:36]=[CH:35][CH:34]=[CH:33][CH:32]=2)[C:26]2[N:25]=[CH:24][N:23]([C:51]=2[N:50]=1)[C@@H:11]1[O:12][C@H:13]([CH2:14][OH:15])[C@@H:9]([OH:8])[CH2:10]1)(=[O:49])[NH2:48]. The yield is 114.5%. The product is C(N)(=O)NC=1N=C(C=2N=CN([C@H]3C[C@H](O)[C@@H](CO)O3)C2N1)OC(N(C1=CC=CC=C1)C1=CC=CC=C1)=O (2-N-carbamoyl-6-O-diphenylcarbamoyldeoxyguanosine). The solvent is O1CCCC1 (tetrahydrofuran), O1CCCC1 (tetrahydrofuran). Reactants: [Si](C)(C)(C(C)(C)C)O[C@H]1C[C@@H](O[C@@H]1CO[Si](C)(C)C(C)(C)C)N1C=NC=2C(OC(N(C3=CC=CC=C3)C3=CC=CC=C3)=O)=NC(NC(N)=O)=NC12 (3′,5′-bis-O-(tert-butyldimethylsilyl)-2-N-carbamoyl-6-O-diphenylcarbamoyldeoxyguanosine), C1(=CC=CC=C1)C (toluene), COC1=CC=C(C(C2=CC=C(C=C2)OC)(C2=CC=CC=C2)OC[C@@H]2[C@H](C[C@@H](O2)N2C=NC=3C(OC(N(C4=CC=CC=C4)C4=CC=CC=C4)=O)=NC(NC(NC)=O)=NC23)O)C=C1 (5′-O-(4,4′-dimethoxytrityl)-6-O-diphenylcarbamoyl-2-N-methylcarbamoyldeoxyguanosine). Reactants: C, COc1ccc2c(c1)c(C1=C(c3cn(C)c4ccc(OC)cc34)C(=O)N(C)C1=O)cn2C, CN(C)C=O, [Pd]. The product is COc1ccc2c(c1)c(C1C(=O)N(C)C(=O)C1c1cn(C)c3ccc(OC)cc13)cn2C. Reaction SMILES: [C:38].[CH3:1][O:2][c:3]1[cH:4][c:5]2[c:6]([C:13]3=[C:18]([c:19]4[cH:20][n:21]([CH3:30])[c:22]5[cH:23][cH:24][c:25]([O:28][CH3:29])[cH:26][c:27]45)[C:17](=[O:31])[N:16]([CH3:32])[C:14]3=[O:15])[cH:7][n:8]([CH3:12])[c:9]2[cH:10][cH:11]1.[O:33]=[CH:34][N:35]([CH3:36])[CH3:37].[Pd:39]>>[CH3:1][O:2][c:3]1[cH:4][c:5]2[c:6]([CH:13]3[C:14](=[O:15])[N:16]([CH3:32])[C:17](=[O:31])[CH:18]3[c:19]3[cH:20][n:21]([CH3:30])[c:22]4[cH:23][cH:24][c:25]([O:28][CH3:29])[cH:26][c:27]34)[cH:7][n:8]([CH3:12])[c:9]2[cH:10][cH:11]1. Reactants: O=C(n1ccnc1)n1ccnc1, CC(=O)c1ccc(C(=O)O)s1, CN(C)C=O, Cl, Cl, NC(=O)c1cccc(N)c1N, c1ccncc1. Yields the product CC(=O)c1ccc(C(=O)Nc2cccc(C(N)=O)c2N)s1. Reaction SMILES: [C:12]([n:13]1[cH:14][cH:15][n:16][cH:17]1)([n:18]1[cH:19][cH:20][n:21][cH:22]1)=[O:23].[C:1]([CH3:2])(=[O:3])[c:4]1[cH:5][cH:6][c:7]([C:9](=[O:10])[OH:11])[s:8]1.[CH3:43][N:44]([CH3:45])[CH:46]=[O:47].[ClH:24].[ClH:25].[NH2:26][c:27]1[c:28]([C:29](=[O:30])[NH2:31])[cH:32][cH:33][cH:34][c:35]1[NH2:36].[cH:37]1[cH:38][cH:39][n:40][cH:41][cH:42]1>>[C:1]([CH3:2])(=[O:3])[c:4]1[cH:5][cH:6][c:7]([C:9](=[O:11])[NH:36][c:35]2[c:27]([NH2:26])[c:28]([C:29](=[O:30])[NH2:31])[cH:32][cH:33][cH:34]2)[s:8]1. Starting materials: ClC(C(C)(C)OC(=O)N1C2CN(CC1C(=C(C2)C2=CC(=NO2)CCCO)C(N(CC2=C(C(=CC=C2)Cl)Cl)C2CC2)=O)C(=O)OC(C)(C)C)(Cl)Cl (6-[Cyclopropyl-(2,3-dichlorobenzyl)carbamoyl]-7-[3-(3-hydroxy-propyl)isoxazol-5-yl]-3,9-diazabicyclo[3.3.1]non-6-ene-3,9-dicarboxylic acid 3-tert-butyl ester 9-(2,2,2-trichloro-1,1-dimethylethyl) ester), ClC=1C(=C(C(=CC1)F)O)F (3-chloro-2,6-difluorophenol). Product: C(C)(C)(C)OC(=O)N1CC2CC(=C(C(C1)N2C(=O)OC(C)(C)C)C(N(CC2=C(C(=CC=C2)Cl)Cl)C2CC2)=O)C2=CC(=NO2)CCCOC2=C(C(=CC=C2F)Cl)F (7-{3-[3-(3-Chloro-2,6-difluorophenoxy)propyl]isoxazol-5-yl}-6-[cyclopropyl-(2,3-dichlorobenzyl)carbamoyl]-3,9-diazabicyclo[3.3.1]non-6-ene-3,9-dicarboxylic acid di-tert-butyl ester). As a reaction SMILES: Cl[C:2](Cl)(Cl)[C:3]([O:6][C:7]([N:9]1[CH:14]2[C:15]([C:27](=[O:41])[N:28]([CH:38]3[CH2:40][CH2:39]3)[CH2:29][C:30]3[CH:35]=[CH:34][CH:33]=[C:32]([Cl:36])[C:31]=3[Cl:37])=[C:16]([C:18]3[O:22][N:21]=[C:20]([CH2:23][CH2:24][CH2:25]O)[CH:19]=3)[CH2:17][CH:10]1[CH2:11][N:12]([C:42]([O:44][C:45]([CH3:48])([CH3:47])[CH3:46])=[O:43])[CH2:13]2)=[O:8])([CH3:5])[CH3:4].[Cl:51][C:52]1[C:53]([F:60])=[C:54]([OH:59])[C:55]([F:58])=[CH:56][CH:57]=1>>[C:45]([O:44][C:42]([N:12]1[CH2:13][CH:14]2[N:9]([C:7]([O:6][C:3]([CH3:5])([CH3:4])[CH3:2])=[O:8])[CH:10]([CH2:17][C:16]([C:18]3[O:22][N:21]=[C:20]([CH2:23][CH2:24][CH2:25][O:59][C:54]4[C:55]([F:58])=[CH:56][CH:57]=[C:52]([Cl:51])[C:53]=4[F:60])[CH:19]=3)=[C:15]2[C:27](=[O:41])[N:28]([CH:38]2[CH2:39][CH2:40]2)[CH2:29][C:30]2[CH:35]=[CH:34][CH:33]=[C:32]([Cl:36])[C:31]=2[Cl:37])[CH2:11]1)=[O:43])([CH3:46])([CH3:47])[CH3:48]. Reported procedure: This compound is prepared from compound E6 and 3-chloro-2,6-difluorophenol, according to the above-described procedure A. LC-MS: tR=1.30 min, ES+: 941.29. The reactants are C1CCOC1, CN(C)P(=O)(N(C)C)N(C)C, CI, CC(C)[N-]C(C)C, [Li+], CCOC(=O)Cc1cccc2cnccc12. Product: CCOC(=O)C(C)c1cccc2cnccc12. RXN SMILES: [CH2:38]1[O:39][CH2:40][CH2:41][CH2:42]1.[CH3:25][N:26]([CH3:27])[P:28]([N:29]([CH3:30])[CH3:31])([N:32]([CH3:33])[CH3:34])=[O:35].[CH3:36][I:37].[CH:1]([N-:2][CH:3]([CH3:4])[CH3:5])([CH3:6])[CH3:7].[Li+:8].[cH:9]1[n:10][cH:11][cH:12][c:13]2[c:14]([CH2:19][C:20](=[O:21])[O:22][CH2:23][CH3:24])[cH:15][cH:16][cH:17][c:18]12>>[CH3:1][CH:19]([c:14]1[c:13]2[cH:12][cH:11][n:10][cH:9][c:18]2[cH:17][cH:16][cH:15]1)[C:20](=[O:21])[O:22][CH2:23][CH3:24]. Starting materials: COC(=O)c1cccc(OC)c1O, O=C=NS(=O)(=O)Cl, Cc1ccccc1C. Product: COC(=O)c1cccc(OC)c1OS(=O)(=O)N=C=O. RXN SMILES: [CH3:8][O:9][c:10]1[c:11]([OH:20])[c:12]([C:13](=[O:14])[O:15][CH3:16])[cH:17][cH:18][cH:19]1.[Cl:1][S:2](=[O:3])(=[O:4])[N:5]=[C:6]=[O:7].[c:21]1([CH3:22])[c:23]([CH3:24])[cH:25][cH:26][cH:27][cH:28]1>>[S:2](=[O:3])(=[O:4])([N:5]=[C:6]=[O:7])[O:20][c:11]1[c:10]([O:9][CH3:8])[cH:19][cH:18][cH:17][c:12]1[C:13](=[O:14])[O:15][CH3:16].